Dataset: the Open Reaction Database (ORD), a public repository of structured organic reaction records. Task: describe an organic reaction: reactants, conditions, products, and yield The reactants are Cl (hydrochloric acid), CC=1NNC(C1)=O (3-methyl-pyrazolin-5-one), [Mg] (magnesium), BrC1=CC=C(C=C1)C1=CC=C(C=C1)F (4-bromo-4'-fluoro-biphenyl). Run in C1CCOC1 (THF), CCOCC (ether). Product: FC1=CC=C(C=C1)C1=CC=C(C=C1)C1(NNC(C1)=O)C (3-(4'-fluoro-4-biphenylyl)-3-methyl-pyrazolidin-5-one). As a reaction SMILES: [CH3:1][C:2]1[NH:3][NH:4][C:5](=[O:7])[CH:6]=1.[Mg].Br[C:10]1[CH:15]=[CH:14][C:13]([C:16]2[CH:21]=[CH:20][C:19]([F:22])=[CH:18][CH:17]=2)=[CH:12][CH:11]=1.Cl>C1COCC1.CCOCC>[F:22][C:19]1[CH:20]=[CH:21][C:16]([C:13]2[CH:14]=[CH:15][C:10]([C:2]3([CH3:1])[CH2:6][C:5](=[O:7])[NH:4][NH:3]3)=[CH:11][CH:12]=2)=[CH:17][CH:18]=1. Reported procedure: A solution of 9.8 g of 3-methyl-pyrazolin-5-one in 100 ml of THF is added dropwise with stirring and cooling, to a Grignard solution prepared from 4.8 g of magnesium and 20.3 g of 4-bromo-4'-fluoro-biphenyl in 800 ml of absolute ether. After stirring for 2 hours at 10°-25°, the mixture is decomposed with ice and dilute hydrochloric acid and worked up in the usual manner to give 3-(4'-fluoro-4-biphenylyl)-3-methyl-pyrazolidin-5-one, m.p. 194°-196°. Reactants: C([O-])([O-])=O.[Cs+].[Cs+] (caesium carbonate), ClC=1C=CC(=C(C1)C1=CC(N(C=C1OC)C(C(=O)NC1=CC(=C(C(=O)OC)C(=C1)F)F)CC)=O)C#N (methyl 4-({2-[4-(5-chloro-2-cyanophenyl)-5-methoxy-2-oxopyridin-1(2H)-yl]butanoyl}amino)-2,6-difluorobenzoate). The solvent is mixture, CO.O (methanol water). Run at temperature 60 celsius, time 1 hour. Product: ClC=1C=CC(=C(C1)C1=CC(N(C=C1OC)C(C(=O)NC1=CC(=C(C(=O)O)C(=C1)F)F)CC)=O)C#N (4-({2-[4-(5-Chloro-2-cyanophenyl)-5-methoxy-2-oxopyridin-1(2H)-yl]butanoyl}amino)-2,6-difluorobenzoic acid). As a reaction SMILES: C(=O)([O-])[O-].[Cs+].[Cs+].[Cl:7][C:8]1[CH:9]=[CH:10][C:11]([C:41]#[N:42])=[C:12]([C:14]2[C:19]([O:20][CH3:21])=[CH:18][N:17]([CH:22]([CH2:38][CH3:39])[C:23]([NH:25][C:26]3[CH:35]=[C:34]([F:36])[C:29]([C:30]([O:32]C)=[O:31])=[C:28]([F:37])[CH:27]=3)=[O:24])[C:16](=[O:40])[CH:15]=2)[CH:13]=1>CO.O>[Cl:7][C:8]1[CH:9]=[CH:10][C:11]([C:41]#[N:42])=[C:12]([C:14]2[C:19]([O:20][CH3:21])=[CH:18][N:17]([CH:22]([CH2:38][CH3:39])[C:23]([NH:25][C:26]3[CH:35]=[C:34]([F:36])[C:29]([C:30]([OH:32])=[O:31])=[C:28]([F:37])[CH:27]=3)=[O:24])[C:16](=[O:40])[CH:15]=2)[CH:13]=1 |f:0.1.2,4.5|. Procedure: 67 mg (0.20 mmol, 2 eq.) of caesium carbonate were added to a solution of 53 mg (0.10 mmol) of methyl 4-({2-[4-(5-chloro-2-cyanophenyl)-5-methoxy-2-oxopyridin-1(2H)-yl]butanoyl}amino)-2,6-difluorobenzoate (racemate) in 1.25 ml of a mixture of methanol/water (4/1), and the resulting suspension was stirred at 60° C. for 1 h. Methanol was removed at 30° C. under reduced pressure. The reaction mixture was cooled to RT and adjusted to pH 3 using aqueous hydrochloric acid (1N). The aqueous phase was e...